From a dataset of the Open Reaction Database (ORD), a public repository of structured organic reaction records. describe an organic reaction: reactants, conditions, products, and yield Reactants: OC(C1=CC=C(C(=O)OC)C=C1)C1=CC=CC=C1 (methyl 4-[hydroxy(phenyl)methyl]benzoate), CO (methanol), [OH-].[K+] (potassium hydroxide), Cl (hydrochloric acid), crude residue. Run in C1CCOC1 (THF). Run at temperature 70 celsius. Product: OC(C1=CC=C(C(=O)O)C=C1)C1=CC=CC=C1 (4-[hydroxy(phenyl)methyl]benzoic acid). Reaction SMILES: [OH:1][CH:2]([C:13]1[CH:18]=[CH:17][CH:16]=[CH:15][CH:14]=1)[C:3]1[CH:12]=[CH:11][C:6]([C:7]([O:9]C)=[O:8])=[CH:5][CH:4]=1.CO.[OH-].[K+].Cl>C1COCC1>[OH:1][CH:2]([C:13]1[CH:14]=[CH:15][CH:16]=[CH:17][CH:18]=1)[C:3]1[CH:4]=[CH:5][C:6]([C:7]([OH:9])=[O:8])=[CH:11][CH:12]=1 |f:2.3|. Reported procedure: To a solution of methyl 4-[hydroxy(phenyl)methyl]benzoate from step 1 (1.6 g, 6.6 mmol) in THF (40 mL) was added methanol (13 mL) and 1.0N aqueous potassium hydroxide solution (13.2 mL, 13.2 mmol). The mixture was heated at 70° C. for 20 minutes and then cooled down to room temperature. Methanol and THF were evaporated under reduced pressure. 3.0N hydrochloric acid (7.5 mL, 22.5 mmol) was added to the crude residue. The solid obtained was filtered to afford the title acid as a white solid. The r... Yields the product COc1cccc(OCC(=O)c2ccc(Br)cc2)c1. Reactants: O=C(CBr)c1ccc(Br)cc1, O=C([O-])[O-], COc1cccc(O)c1, CC(C)=O, [K+], [K+]. RXN SMILES: [Br:1][c:2]1[cH:3][cH:4][c:5]([C:6]([CH2:7][Br:8])=[O:9])[cH:10][cH:11]1.[C:12](=[O:13])([O-:14])[O-:15].[CH3:18][O:19][c:20]1[cH:21][cH:22][cH:23][c:24]([OH:25])[cH:26]1.[CH3:27][C:28](=[O:29])[CH3:30].[K+:16].[K+:17]>>[Br:1][c:2]1[cH:3][cH:4][c:5]([C:6]([CH2:7][O:25][c:24]2[cH:23][cH:22][cH:21][c:20]([O:19][CH3:18])[cH:26]2)=[O:9])[cH:10][cH:11]1.